describe an organic reaction: reactants, conditions, products, and yield From a dataset of the Open Reaction Database (ORD), a public repository of structured organic reaction records. Starting materials: crude residue, O([K])[Si](C)(C)C (KOTMS), C1(=CC=C(C=C1)CN1C(=NC2=C1C=C(C(=C2F)C2=CC=C(C=C2)C2=CC=C(C=C2)C(=O)N2CCC(CC2)O)F)OC2CCC(CC2)C(=O)OCC)C2=CC=CC=C2 (ethyl 4-{[1-(biphenyl-4-ylmethyl)-4,6-difluoro-5-{4′-[(4-hydroxypiperidin-1-yl)carbonyl]biphenyl-4-yl}-1H-benzimidazol-2-yl]oxy}cyclohexanecarboxylate), C1=CCC=CC1 (1,4-cyclohexadiene). Reagents/catalysts: [OH-].[OH-].[Pd+2] (Pd(OH)2). Run in C1CCOC1 (THF), CCOC(=O)C (EtOAc), CCO (EtOH). Run at time 18 hour. Product: FC1=C(C(=CC=2NC(=NC21)OC2CCC(CC2)C(=O)O)F)C2=CC=C(C=C2)C2=CC=C(C=C2)C(=O)N2CCC(CC2)O (4-[(4,6-difluoro-5-{4′-[(4-hydroxypiperidin-1-yl)carbonyl]biphenyl-4-yl}-1H-benzimidazol-2-yl)oxy]cyclohexanecarboxylic acid). RXN SMILES: C1(C2C=CC=CC=2)C=CC(C[N:8]2[C:12]3[CH:13]=[C:14]([F:39])[C:15]([C:18]4[CH:23]=[CH:22][C:21]([C:24]5[CH:29]=[CH:28][C:27]([C:30]([N:32]6[CH2:37][CH2:36][CH:35]([OH:38])[CH2:34][CH2:33]6)=[O:31])=[CH:26][CH:25]=5)=[CH:20][CH:19]=4)=[C:16]([F:17])[C:11]=3[N:10]=[C:9]2[O:40][CH:41]2[CH2:46][CH2:45][CH:44]([C:47]([O:49]CC)=[O:48])[CH2:43][CH2:42]2)=CC=1.C1CC=CCC=1.O([Si](C)(C)C)[K]>CCOC(C)=O.CCO.C1COCC1.[OH-].[OH-].[Pd+2]>[F:17][C:16]1[C:11]2[N:10]=[C:9]([O:40][CH:41]3[CH2:46][CH2:45][CH:44]([C:47]([OH:49])=[O:48])[CH2:43][CH2:42]3)[NH:8][C:12]=2[CH:13]=[C:14]([F:39])[C:15]=1[C:18]1[CH:19]=[CH:20][C:21]([C:24]2[CH:29]=[CH:28][C:27]([C:30]([N:32]3[CH2:37][CH2:36][CH:35]([OH:38])[CH2:34][CH2:33]3)=[O:31])=[CH:26][CH:25]=2)=[CH:22][CH:23]=1 |f:6.7.8|. Procedure: To a solution of ethyl 4-{[1-(biphenyl-4-ylmethyl)-4,6-difluoro-5-{4′-[(4-hydroxypiperidin-1-yl)carbonyl]biphenyl-4-yl}-1H-benzimidazol-2-yl]oxy}cyclohexanecarboxylate (isomer B, 0.057 g, 0.074 mmol) and Pd(OH)2 (0.014 g, 0.019 mmol) in 0.8 mL of EtOAc and 0.4 mL of EtOH was added 1,4-cyclohexadiene (0.180 mL, 1.91 mmol). The resulting black suspension was microwaved at 130° C. for 2 h, then filtered through a Celite™ pad, and washed with EtOAc. The resulting filtrate was concentrated in vacuo t... The reactants are stainless steel, I (hydriodic acid), C([O-])([O-])=O.[Ca+2] (calcium carbonate), [Ca] (calcium). Reagents/catalysts: [Pt] (platinum). Reaction conditions: temperature 5 celsius. Yields the product O.O.O.O.O.O.[I-].[Ca+2].[I-] (calcium iodide hexahydrate). Reaction SMILES: [IH:1].C(=O)([O-])[O-:3].[Ca+2:6].[Ca]>[Pt]>[OH2:3].[OH2:3].[OH2:3].[OH2:3].[OH2:3].[OH2:3].[I-:1].[Ca+2:6].[I-:1] |f:1.2,5.6.7.8.9.10.11.12.13|. Reported procedure: In a suitable vessel of glass, stainless steel, or platinum, hydriodic acid (47 percent solution) 790 parts is added to calcium carbonate (215 parts) stoichiometrically in excess of the calcium, boiled to remove CO2, and made alkaline with calcium oxide. The resulting reaction mass in the form of a slurry is filtered for insolubles and made acid with additional 47 percent aqueous hydrogen iodide to a pH below 1. The filtrate is boiled to concentrate the solution through a continually rising boil... Starting materials: BrCCC1OCCO1 (2-(2-Bromoethyl)-1,3-dioxolane), [Cl-].[Mg+2].[Cl-] (magnesium chloride), [Mg] (magnesium), [Cl-].[NH4+] (ammonium chloride), CON(C(=O)C1=CC2=C(OCO2)C=C1)C (N-methoxy-N-methyl-1,3-benzodioxol-5-carboxamide). Solvent: O1CCCC1 (tetrahydrofuran), O (water). Reaction conditions: time 30 minute. Product: O1COC2=C1C=CC(=C2)C(CCC2OC=CO2)=O (1-(1,3-benzodioxol-5-yl)-3-(1,3-dioxol-2-yl)-1-propanone). The yield is 72.0%. Reaction SMILES: Br[CH2:2][CH2:3][CH:4]1[O:8][CH2:7][CH2:6][O:5]1.[Mg].[Cl-].[Mg+2].[Cl-].CON(C)[C:16]([C:18]1[CH:26]=[CH:25][C:21]2[O:22][CH2:23][O:24][C:20]=2[CH:19]=1)=[O:17].[Cl-].[NH4+]>O1CCCC1.O>[O:22]1[C:21]2[CH:25]=[CH:26][C:18]([C:16](=[O:17])[CH2:2][CH2:3][CH:4]3[O:8][CH:7]=[CH:6][O:5]3)=[CH:19][C:20]=2[O:24][CH2:23]1 |f:2.3.4,6.7|. Procedure details: 2-(2-Bromoethyl)-1,3-dioxolane (4.5 ml) was added dropwise within 15 minutes under argon and while stirring at a maximum 30° C. to a suspension of Rieke magnesium, prepared from 5.1 g of magnesium chloride, in 150 ml of absolute tetrahydrofuran. The suspension was stirred at room temperature for 30 minutes, cooled to -70° C. and treated within 10 minutes with 6.1 g of N-methoxy-N-methyl-1,3-benzodioxol-5-carboxamide. The reaction mixture was stirred at -70° C. for 30 minutes and at room temperat... Reaction SMILES: [C:13]([c:14]1[cH:15][cH:16][cH:17][cH:18][cH:19]1)(=[S:20])[O-:21].[CH3:1][c:2]1[n:3][cH:4][c:5]([CH:11]=[CH2:12])[c:6]([CH2:9][Cl:10])[c:7]1[OH:8].[CH3:24][CH2:25][OH:26].[K+:22].[OH2:23]>>[CH3:1][c:2]1[n:3][cH:4][c:5]([CH:11]=[CH2:12])[c:6]([CH2:9][S:20][C:13]([c:14]2[cH:15][cH:16][cH:17][cH:18][cH:19]2)=[O:21])[c:7]1[OH:8]. The product is C=Cc1cnc(C)c(O)c1CSC(=O)c1ccccc1. Starting materials: [O-]C(=S)c1ccccc1, C=Cc1cnc(C)c(O)c1CCl, CCO, [K+], O. The reactants are CC[Mg+], CCCCCCC1CO1, CCOC(C)=O, [Cl-], [Cl-], [Cl-], [Na+], C1CCOC1, C1CCOC1, Cc1ccc(S(=O)(=O)Cl)cc1, O=S(=O)(O)O. The product is CCCCCCC(CCC)OS(=O)(=O)c1ccc(C)cc1. Reaction SMILES: [CH2:17]([CH3:18])[Mg+:19].[CH2:2]([CH2:3][CH2:4][CH2:5][CH2:6][CH3:7])[CH:8]1[O:9][CH2:10]1.[CH3:43][CH2:44][O:45][C:46](=[O:47])[CH3:48].[Cl-:16].[Cl-:1].[Cl-:37].[Na+:36].[O:11]1[CH2:12][CH2:13][CH2:14][CH2:15]1.[O:38]1[CH2:39][CH2:40][CH2:41][CH2:42]1.[S:20](=[O:21])(=[O:22])([c:23]1[cH:24][cH:25][c:26]([CH3:27])[cH:28][cH:29]1)[Cl:30].[S:31](=[O:32])(=[O:33])([OH:34])[OH:35]>>[CH2:2]([CH2:3][CH2:4][CH2:5][CH2:6][CH3:7])[CH:8]([O:9][S:20](=[O:21])(=[O:22])[c:23]1[cH:24][cH:25][c:26]([CH3:27])[cH:28][cH:29]1)[CH2:10][CH2:17][CH3:18]. Starting materials: C([O-])([O-])=O.[K+].[K+] (potassium carbonate), BrC1=CC=C(C=C1)C1=CC=CC=C1 (4-bromobiphenyl), COC(C1=CC(=CC=C1)SC1=C(NC2=CC(=CC=C12)Cl)C)=O (3-(6-Chloro-2-methyl-1H-indol-3-ylsulfanyl)-benzoic acid methyl ester), CuO. Solvent: CN(C)C=O (DMF). Run at temperature 170 celsius. Product: COC(C1=CC(=CC=C1)SC1=C(N(C2=CC(=CC=C12)Cl)C1=CC=C(C=C1)C1=CC=CC=C1)C)=O (3-(1-Biphenyl-4-yl-6-chloro-2-methyl-1H-indol-3-ylsulfanyl)-benzoic acid methyl ester), crude mixture. Reaction SMILES: [CH3:1][O:2][C:3](=[O:22])[C:4]1[CH:9]=[CH:8][CH:7]=[C:6]([S:10][C:11]2[C:19]3[C:14](=[CH:15][C:16]([Cl:20])=[CH:17][CH:18]=3)[NH:13][C:12]=2[CH3:21])[CH:5]=1.C(=O)([O-])[O-].[K+].[K+].Br[C:30]1[CH:35]=[CH:34][C:33]([C:36]2[CH:41]=[CH:40][CH:39]=[CH:38][CH:37]=2)=[CH:32][CH:31]=1>CN(C=O)C>[CH3:1][O:2][C:3](=[O:22])[C:4]1[CH:9]=[CH:8][CH:7]=[C:6]([S:10][C:11]2[C:19]3[C:14](=[CH:15][C:16]([Cl:20])=[CH:17][CH:18]=3)[N:13]([C:39]3[CH:40]=[CH:41][C:36]([C:33]4[CH:34]=[CH:35][CH:30]=[CH:31][CH:32]=4)=[CH:37][CH:38]=3)[C:12]=2[CH3:21])[CH:5]=1 |f:1.2.3|. Procedure details: 3-(6-Chloro-2-methyl-1H-indol-3-ylsulfanyl)-benzoic acid methyl ester (0.100 g, 0.3 mmol) was combined with CuO (0.0024 g, 0.03 mmol), potassium carbonate (0.041 g, 0.3 mmol) and 4-bromobiphenyl (0.0699 g, 0.3 mmol) in DMF (150 μL) and the reaction was heated to 170° C. overnight. After cooling the reaction was submitted to standard aqueous workup to give the title compound as a crude mixture that was taken directly to the next step without purification. Starting materials: ice, C(C)(=O)N1CC(C2=C(C(=C(C=C12)C)OC)C)C (N-Acetyl-5-methoxy-3,4,6-trimethylindoline), O1CCCC1 (tetrahydrofuran), C(C)[BH-](CC)CC.[Li+] (lithium triethylborohydride). Run at time 20 hour. Yields the product CON1CCC2=CC=CC=C12 (methoxyindoline). Yield: 65.0%. RXN SMILES: C([N:4]1[C:12]2[C:7](=[C:8](C)[C:9](OC)=[C:10](C)[CH:11]=2)[CH:6](C)[CH2:5]1)(=O)C.C([BH-](CC)CC)C.[Li+].[O:26]1CCC[CH2:27]1>>[CH3:27][O:26][N:4]1[C:12]2[C:7](=[CH:8][CH:9]=[CH:10][CH:11]=2)[CH2:6][CH2:5]1 |f:1.2|. Reported procedure: To an ice-cold solution of indoline 9 (377 mg, 1.6 mmol) dissolved in tetrahydrofuran (5 mL) and kept under an argon atmosphere was added lithium triethylborohydride (3.2 mL, 3.2 mmol), and the mixture was stirred over the range of 0° C. to room temperature for 20 h. The reaction mixture was quenched with 3N hydrochloric acid, and volatiles were removed under vacuum. The resulting solution was acidified to pH 2 with additional 3N hydrochloric acid and washed with methylene chloride. The aqueous ... The reactants are CCc1ncnc(NC2CCC(C(C)(C)C(C)C)CC2)c1I, N#C[Cu]. Product: CCc1ncnc(NC2CCC(C(C)(C)C(C)C)CC2)c1C#N. Reaction SMILES: [CH2:1]([CH3:2])[c:3]1[c:4]([I:22])[c:5]([NH:9][CH:10]2[CH2:11][CH2:12][CH:13]([C:16]([CH:17]([CH3:18])[CH3:19])([CH3:20])[CH3:21])[CH2:14][CH2:15]2)[n:6][cH:7][n:8]1.[Cu:23][C:24]#[N:25]>>[CH2:1]([CH3:2])[c:3]1[c:4]([C:24]#[N:25])[c:5]([NH:9][CH:10]2[CH2:11][CH2:12][CH:13]([C:16]([CH:17]([CH3:18])[CH3:19])([CH3:20])[CH3:21])[CH2:14][CH2:15]2)[n:6][cH:7][n:8]1. The reactants are N1CCNCC1 (piperazine), ClC=1OC2=C(N1)C=CC=C2 (2-chlorobenzoxazole). The solvent is C(C)O (ethanol). Run at time 18 hour. Yields the product N (ammonia), O1C(=NC2=C1C=CC=C2)N2CCNCC2 (1-(Benzoxazol-2-yl)piperazine). As a reaction SMILES: [NH:1]1[CH2:6][CH2:5][NH:4][CH2:3][CH2:2]1.Cl[C:8]1[O:9][C:10]2[CH:16]=[CH:15][CH:14]=[CH:13][C:11]=2[N:12]=1>C(O)C>[NH3:1].[O:9]1[C:10]2[CH:16]=[CH:15][CH:14]=[CH:13][C:11]=2[N:12]=[C:8]1[N:1]1[CH2:6][CH2:5][NH:4][CH2:3][CH2:2]1. Reported procedure: To a stirred solution of piperazine (8 g, 93 mmole) in ethanol (30 ml) was added 2-chlorobenzoxazole (3 g, 19.5 mmole) dropwise. The resulting reaction was exothermic. The mixture was then stirred for 18 hours at room temperature, quenched by the addition of methylene chloride (50 ml) and the resulting precipitate removed by filtration. The filtrate was concentrated under reduced pressure then purified by flash column chromatography on silica gel eluting with methylene chloride: methanol: 0.88 a...